Dataset: the Open Reaction Database (ORD), a public repository of structured organic reaction records. Task: describe an organic reaction: reactants, conditions, products, and yield The solvent is C(C)O (ethanol). RXN SMILES: [F:1][C:2]([F:14])([F:13])[C:3]1[CH:8]=[CH:7][C:6]([OH:9])=[C:5]([N+:10]([O-])=O)[CH:4]=1.[Sn](Cl)Cl.[OH-].[Na+]>C(O)C>[NH2:10][C:5]1[CH:4]=[C:3]([C:2]([F:1])([F:13])[F:14])[CH:8]=[CH:7][C:6]=1[OH:9] |f:2.3|. Reactants: FC(C1=CC(=C(C=C1)O)[N+](=O)[O-])(F)F (4-trifluoromethyl-2-nitrophenol), [Sn](Cl)Cl (tin (II) chloride), [OH-].[Na+] (NaOH). Yields the product NC1=C(C=CC(=C1)C(F)(F)F)O (2-amino-4-trifluoromethylphenol). Reported procedure: A mixture of 4-trifluoromethyl-2-nitrophenol(1.0 g, 4.8 mmol) and tin (II) chloride (5.4 g, 24.2 mmol) in ethanol(150 mL) was heated at 80° C. under argon. After 2 hours, the starting material had disappeared and the solution was allowed to cool down and then poured into ice. The pH was made slightly basic (pH7-8), by addition of solid NaOH, before being extracted with ethyl acetate. The organic phase was washed with brine, dried over MgSO4 and filtered. The solvent was evaporated and chromatogr... Isolated yield 83.3%. Conditions: temperature 80 celsius, time 2 hour. Reactants: C1CCOC1, CC(C)C=O, Cl[Mg]c1ccccc1, O=[N+]([O-])c1ccccc1I. The product is CC(C)C(O)c1ccccc1[N+](=O)[O-]. Reaction SMILES: [CH2:24]1[O:25][CH2:26][CH2:27][CH2:28]1.[CH:19]([CH:20]([CH3:21])[CH3:22])=[O:23].[Cl:11][Mg:12][c:13]1[cH:14][cH:15][cH:16][cH:17][cH:18]1.[I:1][c:2]1[c:3]([N+:8](=[O:9])[O-:10])[cH:4][cH:5][cH:6][cH:7]1>>[c:2]1([CH:19]([CH:20]([CH3:21])[CH3:22])[OH:23])[c:3]([N+:8](=[O:9])[O-:10])[cH:4][cH:5][cH:6][cH:7]1. Starting materials: BrCC=1C=C2C(CCC(C2=CC1C)(C)C)(C)C (6-bromomethyl-1,1,4,4,7-pentamethyl-1,2,3,4-tetrahydronaphthalene), C1(=CC=CC=C1)P(C1=CC=CC=C1)C1=CC=CC=C1 (triphenylphosphine), ClCCl (dichloromethane). Solvent: C(C)OCC (ethyl ether). Yields the product [Br-].CC=1C(=CC=2C(CCC(C2C1)(C)C)(C)C)C1=C(C=CC=C1)[P+](C1=CC=CC=C1)(C1=CC=CC=C1)C ((5,6,7,8-tetrahydro-3,5,5,8,8-pentamethyl-2-naphthalenyl)-methyl triphenylphosphonium bromide). Yield: 60.0%. RXN SMILES: [Br:1][CH2:2][C:3]1[CH:4]=[C:5]2[C:10](=[CH:11][C:12]=1[CH3:13])[C:9]([CH3:15])([CH3:14])[CH2:8][CH2:7][C:6]2([CH3:17])[CH3:16].[C:18]1([P:24]([C:31]2C=[CH:35][CH:34]=[CH:33][CH:32]=2)[C:25]2[CH:30]=[CH:29][CH:28]=[CH:27][CH:26]=2)[CH:23]=[CH:22][CH:21]=[CH:20][CH:19]=1.Cl[CH2:38]Cl>C(OCC)C>[Br-:1].[CH3:13][C:12]1[C:3]([C:2]2[CH:35]=[CH:34][CH:33]=[CH:32][C:31]=2[P+:24]([CH3:38])([C:18]2[CH:23]=[CH:22][CH:21]=[CH:20][CH:19]=2)[C:25]2[CH:30]=[CH:29][CH:28]=[CH:27][CH:26]=2)=[CH:4][C:5]2[C:6]([CH3:17])([CH3:16])[CH2:7][CH2:8][C:9]([CH3:15])([CH3:14])[C:10]=2[CH:11]=1 |f:4.5|. Procedure: The raw 6-bromomethyl-1,1,4,4,7-pentamethyl-1,2,3,4-tetrahydronaphthalene (8.80 g, about 32 mmol) prepared previously is mixed with triphenylphosphine (10.1 g, 38.4 mmol) in solution in 50 ml of dichloromethane for 24 hours, then diluted with ethyl ether (200 ml). The [(5,6,7,8-tetrahydro-3,5,5,8,8-pentamethyl-2-naphthalenyl)-methyl]triphenylphosphonium bromide precipitates, is filtered and washed abundantly with the ether. 10.72 g of white crystals (5,6,7,8-tetrahydro-3,5,5,8,8-pentamethyl-2-na...